Dataset: the Open Reaction Database (ORD), a public repository of structured organic reaction records. Task: describe an organic reaction: reactants, conditions, products, and yield Starting materials: N#Cc1cccc([N+](=O)[O-])c1C#N, CN(C)C=O, [Na+], [O-]c1ccccc1, O. Yields the product N#Cc1cccc(Oc2ccccc2)c1C#N. Reaction SMILES: [C:1](#[N:2])[c:3]1[c:4]([C:12]#[N:13])[c:5]([N+:9]([O-:10])=[O:11])[cH:6][cH:7][cH:8]1.[CH3:23][N:24]([CH3:25])[CH:26]=[O:27].[Na+:21].[O-:14][c:15]1[cH:16][cH:17][cH:18][cH:19][cH:20]1.[OH2:22]>>[C:1](#[N:2])[c:3]1[c:4]([C:12]#[N:13])[c:5]([O:14][c:15]2[cH:16][cH:17][cH:18][cH:19][cH:20]2)[cH:6][cH:7][cH:8]1. The reactants are CC(C)(C)OC(=O)C1C(C#CC(=O)O)C1(C)C, CCOC(C)=O, [OH-], [OH-], [Pd+2], c1ccc2ncccc2c1. The product is CC(C)(C)OC(=O)C1C(C=CC(=O)O)C1(C)C. As a reaction SMILES: [CH3:1][C:2]1([CH3:17])[CH:3]([C:10](=[O:11])[O:12][C:13]([CH3:14])([CH3:15])[CH3:16])[CH:4]1[C:5]#[C:6][C:7](=[O:8])[OH:9].[CH3:28][CH2:29][O:30][C:31](=[O:32])[CH3:33].[OH-:34].[OH-:36].[Pd+2:35].[cH:18]1[cH:19][c:20]2[c:21]([n:22][cH:23][cH:24][cH:25]2)[cH:26][cH:27]1>>[CH3:1][C:2]1([CH3:17])[CH:3]([C:10](=[O:11])[O:12][C:13]([CH3:14])([CH3:15])[CH3:16])[CH:4]1[CH:5]=[CH:6][C:7](=[O:8])[OH:9].